This data is from the Open Reaction Database (ORD), a public repository of structured organic reaction records. The task is: describe an organic reaction: reactants, conditions, products, and yield The reactants are O (Water), O (water), BrBr (Bromine), C1(=CC=CC=C1)CCCCCCCC(C)=O (9-phenylnonan-2-one). Run in CCOCC (ether), CCOCC (Ether), CO (methanol). Conditions: time 2 hour. The product is BrCC(CCCCCCCC1=CC=CC=C1)=O (1-bromo-9-phenylnonan-2-one), solid. Isolated yield 39.0%. As a reaction SMILES: [Br:1]Br.[C:3]1([CH2:9][CH2:10][CH2:11][CH2:12][CH2:13][CH2:14][CH2:15][C:16](=[O:18])[CH3:17])[CH:8]=[CH:7][CH:6]=[CH:5][CH:4]=1.O>CO.CCOCC>[Br:1][CH2:17][C:16](=[O:18])[CH2:15][CH2:14][CH2:13][CH2:12][CH2:11][CH2:10][CH2:9][C:3]1[CH:8]=[CH:7][CH:6]=[CH:5][CH:4]=1. Procedure: Bromine (5.21 g, 0.033 mol) was added to a solution of 9-phenylnonan-2-one (7.12 g, 0.033 mol) in dry methanol (75 ml) and stirred for 2 hours at room temperature. Water (50 ml) was added and stirring continued for 18 hours at room temperature. Ether (175 ml) and water (100 ml) were added, the organic layer washed with dil. NaHCO3, water (×2), dried (MgSO4) and evaporated under reduced pressure to an oil (5.39 g). Petroleum ether (40° C.-60° C., 50 ml) was added and the mixture cooled to -10° C.... Starting materials: [Ag+], COC1CCC(C(=O)O)CC1, CC#N, O=C1C=C(Cl)C(=O)c2ccccc21, O=[N+]([O-])[O-], [NH4+], [NH4+], O, O=S1(=O)CCCC1, O=S(=O)([O-])OOS(=O)(=O)[O-]. Product: COC1CCC(C2=C(Cl)C(=O)c3ccccc3C2=O)CC1. Reaction SMILES: [Ag+:52].[CH3:14][O:15][CH:16]1[CH2:17][CH2:18][CH:19]([C:22]([OH:23])=[O:24])[CH2:20][CH2:21]1.[CH3:44][C:45]#[N:46].[Cl:1][C:2]1=[CH:3][C:4](=[O:5])[c:6]2[cH:7][cH:8][cH:9][cH:10][c:11]2[C:12]1=[O:13].[N+:48]([O-:49])([O-:50])=[O:51].[NH4+:42].[NH4+:43].[OH2:47].[S:25]1(=[O:30])(=[O:31])[CH2:26][CH2:27][CH2:28][CH2:29]1.[S:32]([O:33][O:34][S:35]([O-:36])(=[O:37])=[O:38])([O-:39])(=[O:40])=[O:41]>>[Cl:1][C:2]1=[C:3]([CH:19]2[CH2:18][CH2:17][CH:16]([O:15][CH3:14])[CH2:21][CH2:20]2)[C:4](=[O:5])[c:6]2[cH:7][cH:8][cH:9][cH:10][c:11]2[C:12]1=[O:13].